From a dataset of the Open Reaction Database (ORD), a public repository of structured organic reaction records. describe an organic reaction: reactants, conditions, products, and yield Reactants: ClC1=NC=CC=C1[N+](=O)[O-] (2-chloro-3-nitropyridine), C1(CCCC1)OC=1C=C(N)C=CC1OC (3-cyclopentyloxy-4-methoxyaniline), C([O-])([O-])=O.[K+].[K+] (potassium carbonate). Run in O1CCOCC1 (1,4-dioxane). The product is C1(CCCC1)OC=1C=C(C=CC1OC)NC1=NC=CC=C1[N+](=O)[O-] (2-[(3-cyclopentyloxy-4-methoxyphenyl)amino]-3-nitropyridine). Isolated yield 32.9%. As a reaction SMILES: Cl[C:2]1[C:7]([N+:8]([O-:10])=[O:9])=[CH:6][CH:5]=[CH:4][N:3]=1.[CH:11]1([O:16][C:17]2[CH:18]=[C:19]([CH:21]=[CH:22][C:23]=2[O:24][CH3:25])[NH2:20])[CH2:15][CH2:14][CH2:13][CH2:12]1.C(=O)([O-])[O-].[K+].[K+]>O1CCOCC1>[CH:11]1([O:16][C:17]2[CH:18]=[C:19]([NH:20][C:2]3[C:7]([N+:8]([O-:10])=[O:9])=[CH:6][CH:5]=[CH:4][N:3]=3)[CH:21]=[CH:22][C:23]=2[O:24][CH3:25])[CH2:12][CH2:13][CH2:14][CH2:15]1 |f:2.3.4|. Procedure: A mixture of 2-chloro-3-nitropyridine (2.17 g), 3-cyclopentyloxy-4-methoxyaniline (2.58 g) and potassium carbonate (2.6 g) in 1,4-dioxane (30 ml) was stirred under reflux for 20 hours. After cooling, insoluble materials were removed by filtration and the filtrate was concentrated. The resultant solid was collected and washed with isopropyl ether to give 2-[(3-cyclopentyloxy-4-methoxyphenyl)amino]-3-nitropyridine (1.35 g) as an orange solid. Reactants: 4A, C(C)(C)(C)OP(=O)(OC(C)(C)C)C(C1=CC=C(CC(NC(=O)OCC2=CC=CC=C2)C(=O)OC)C=C1)O (Methyl 4-[bis(tert-butoxy)phosphorylhydroxymethyl]-N-(benzyloxycarbonyl)-D,L-phenylalaninate), [Cr](=O)(=O)([O-])O[Cr](=O)(=O)[O-].[NH+]1=CC=CC=C1.[NH+]1=CC=CC=C1 (Pyridinium dichromate). Run in CCOC(=O)C (EtOAc), C(Cl)(Cl)Cl (CHCl3). Conditions: time 4 hour. Yields the product C(C)(C)(C)OP(=O)(OC(C)(C)C)C(=O)C1=CC=C(CC(NC(=O)OCC2=CC=CC=C2)C(=O)OC)C=C1 (Methyl 4-[bis(tert-butoxy)phosphorylcarbonyl]-N-(benzyloxycarbonyl)-D,L-phenylalaninate). Yield: 69.3%. Reaction SMILES: [C:1]([O:5][P:6]([CH:13]([OH:37])[C:14]1[CH:36]=[CH:35][C:17]([CH2:18][CH:19]([C:31]([O:33][CH3:34])=[O:32])[NH:20][C:21]([O:23][CH2:24][C:25]2[CH:30]=[CH:29][CH:28]=[CH:27][CH:26]=2)=[O:22])=[CH:16][CH:15]=1)([O:8][C:9]([CH3:12])([CH3:11])[CH3:10])=[O:7])([CH3:4])([CH3:3])[CH3:2].[Cr](O[Cr]([O-])(=O)=O)([O-])(=O)=O.[NH+]1C=CC=CC=1.[NH+]1C=CC=CC=1>C(Cl)(Cl)Cl.CCOC(C)=O>[C:9]([O:8][P:6]([C:13]([C:14]1[CH:36]=[CH:35][C:17]([CH2:18][CH:19]([C:31]([O:33][CH3:34])=[O:32])[NH:20][C:21]([O:23][CH2:24][C:25]2[CH:30]=[CH:29][CH:28]=[CH:27][CH:26]=2)=[O:22])=[CH:16][CH:15]=1)=[O:37])([O:5][C:1]([CH3:3])([CH3:2])[CH3:4])=[O:7])([CH3:10])([CH3:11])[CH3:12] |f:1.2.3|. Procedure details: To a solution of 9 (125 mg, 0.23 mmol) in CHCl3 (1 mL) was added celite (200 mg) and freshly activated 4A molecular sieves (230 mg). Pyridinium dichromate (219 mg, 0.58 mmol) was added and the mixture stirred at ambient temperature (4 hours). The reaction was diluted with EtOAc (5 mL) and filtered through a pad of Florisil (TLC grade). The Florisil was rinsed with EtOAc (30 mL) and combined filtrates taken to dryness by rotary evaporation under reduced pressure to afford crude 10 (85 mg, 70%). S... RXN SMILES: [Br:1][c:2]1[c:3]2[c:4]([OH:11])[n:5][nH:6][c:7]2[cH:8][cH:9][cH:10]1.[C:12](=[O:13])([O-:14])[O-:15].[C:18]([C:19]([CH3:20])([CH3:21])[CH3:22])(=[O:23])[O:24][CH:25]1[CH:26]([Br:53])[O:27][CH:28]([CH2:45][O:46][C:47]([C:48]([CH3:49])([CH3:50])[CH3:51])=[O:52])[CH:29]([O:38][C:39]([C:40]([CH3:41])([CH3:42])[CH3:43])=[O:44])[CH:30]1[O:31][C:32]([C:33]([CH3:34])([CH3:35])[CH3:36])=[O:37].[CH3:55][C:56]#[N:57].[K+:16].[K+:17].[OH2:54]>>[Br:1][c:2]1[c:3]2[c:4]([O:11][CH:26]3[CH:25]([O:24][C:18]([C:19]([CH3:20])([CH3:21])[CH3:22])=[O:23])[CH:30]([O:31][C:32]([C:33]([CH3:34])([CH3:35])[CH3:36])=[O:37])[CH:29]([O:38][C:39]([C:40]([CH3:41])([CH3:42])[CH3:43])=[O:44])[CH:28]([CH2:45][O:46][C:47]([C:48]([CH3:49])([CH3:50])[CH3:51])=[O:52])[O:27]3)[n:5][nH:6][c:7]2[cH:8][cH:9][cH:10]1. Product: CC(C)(C)C(=O)OCC1OC(Oc2n[nH]c3cccc(Br)c23)C(OC(=O)C(C)(C)C)C(OC(=O)C(C)(C)C)C1OC(=O)C(C)(C)C. Starting materials: Oc1n[nH]c2cccc(Br)c12, O=C([O-])[O-], CC(C)(C)C(=O)OCC1OC(Br)C(OC(=O)C(C)(C)C)C(OC(=O)C(C)(C)C)C1OC(=O)C(C)(C)C, CC#N, [K+], [K+], O. Starting materials: C(=O)C=1C=CC(=NC1)C#N (5-Formyl-2-pyridinecarbonitrile), polyphosphoric acid ethyl ester, CC(CC(C)=O)=O (2,4-pentandione), FC(C=1C=C(C=CC1)NC(=O)N)(F)F (N-[3-(trifluoromethyl)phenyl]urea). Run in O1CCCC1 (tetrahydrofuran), CS(=O)C (DMSO). Product: C(C)(=O)C=1C(NC(N(C1C)C1=CC(=CC=C1)C(F)(F)F)=O)C=1C=CC(=NC1)C#N (5-{5-Acetyl-6-methyl-2-oxo-1-[3-(trifluoromethyl)phenyl]-1,2,3,4-tetrahydro-4-pyrimidinyl}-2-pyridinecarbonitrile). Reaction SMILES: [CH:1]([C:3]1[CH:4]=[CH:5][C:6]([C:9]#[N:10])=[N:7][CH:8]=1)=O.[CH3:11][C:12](=O)[CH2:13][C:14](=[O:16])[CH3:15].[F:18][C:19]([F:31])([F:30])[C:20]1[CH:21]=[C:22]([NH:26][C:27]([NH2:29])=[O:28])[CH:23]=[CH:24][CH:25]=1>O1CCCC1.CS(C)=O>[C:14]([C:13]1[CH:1]([C:3]2[CH:4]=[CH:5][C:6]([C:9]#[N:10])=[N:7][CH:8]=2)[NH:29][C:27](=[O:28])[N:26]([C:22]2[CH:23]=[CH:24][CH:25]=[C:20]([C:19]([F:30])([F:31])[F:18])[CH:21]=2)[C:12]=1[CH3:11])(=[O:16])[CH3:15]. Procedure details: To a stirred solution of Example 3A (75 mg, 0.57 mmol) in tetrahydrofuran (5 ml) is given 2,4-pentandione (57 mg, 0.57 mmol), N-[3-(trifluoromethyl)phenyl]urea (116 mg, 0.57 mmol) and polyphosphoric acid ethyl ester (200 mg) [freshly prepared according to the procedure of Cava et al., J. Org. Chem. 34, 2665 (1969)]. The reaction mixture is refluxed for 24 hours after which time the solution is diluted with DMSO (2 ml) and purified by preparative HPLC.